From a dataset of the Open Reaction Database (ORD), a public repository of structured organic reaction records. describe an organic reaction: reactants, conditions, products, and yield Starting materials: C(#N)C1=C(C=C(C=C1)N1C(N(C2(CCC2)C1=O)C1=CC=C(C=C1)CCCC(=O)O)=S)C(F)(F)F (4-(4-(7-(4-Cyano-3-(trifluoromethyl)phenyl)-8-oxo-6-thioxo-5,7 -diazaspiro[3.4]octan-5-yl)phenyl)butanoic acid), Formula 51, S(=O)(Cl)Cl (thionyl chloride), CN(C)C=O (DMF). Reaction conditions: temperature 0 celsius, time 1 hour. Product: C(#N)C1=C(C=C(C=C1)N1C(N(C2(CCC2)C1=O)C1=CC=C(C=C1)CCCC(=O)N)=S)CF (4-(4-(7-(4-Cyano-3 -(fluoromethyl)phenyl)-8-oxo-6-thioxo-5,7-diazaspiro[3.4]octan-5-yl)phenyl)butanamide), Formula 52. RXN SMILES: [C:1]([C:3]1[CH:8]=[CH:7][C:6]([N:9]2[C:16](=[O:17])[C:12]3([CH2:15][CH2:14][CH2:13]3)[N:11]([C:18]3[CH:23]=[CH:22][C:21]([CH2:24][CH2:25][CH2:26][C:27]([OH:29])=O)=[CH:20][CH:19]=3)[C:10]2=[S:30])=[CH:5][C:4]=1[C:31](F)([F:33])F)#[N:2].S(Cl)(Cl)=O.C[N:40](C=O)C>>[C:1]([C:3]1[CH:8]=[CH:7][C:6]([N:9]2[C:16](=[O:17])[C:12]3([CH2:15][CH2:14][CH2:13]3)[N:11]([C:18]3[CH:19]=[CH:20][C:21]([CH2:24][CH2:25][CH2:26][C:27]([NH2:40])=[O:29])=[CH:22][CH:23]=3)[C:10]2=[S:30])=[CH:5][C:4]=1[CH2:31][F:33])#[N:2]. Procedure: To a solution of 4-(4-(7-(4-Cyano-3-(trifluoromethyl)phenyl)-8-oxo-6-thioxo-5,7 -diazaspiro[3.4]octan-5-yl)phenyl)butanoic acid, RD141 (Formula 51) (60 mg, 0.12 mmol) in DMF (3 mL) was added thionyl chloride (0.01 mL, 0.15 mmol) at 0° C. The mixture was stirred at 0° C. for 1 hour. Then ammonia was bubbled into the mixture. The mixture was partitioned with ethyl acetate (25 mL) and water (25 mL). The organic layer was dried over MgSO4, concentrated and chromatographed (dichloromethane:acetone, 7... Yields the product BrC=1C=C2C(=NN(C2=CC1)C(C)C)C1CCC1 (5-Bromo-3-cyclobutyl-1-isopropyl-1H-indazole). Isolated yield 69.7%. Reaction SMILES: [Br:1][C:2]1[CH:3]=[C:4]2[C:8](=[CH:9][CH:10]=1)[NH:7][N:6]=[C:5]2[CH:11]1[CH2:14][CH2:13][CH2:12]1.[H-].[Na+].Br[CH:18]([CH3:20])[CH3:19]>>[Br:1][C:2]1[CH:3]=[C:4]2[C:8](=[CH:9][CH:10]=1)[N:7]([CH:18]([CH3:20])[CH3:19])[N:6]=[C:5]2[CH:11]1[CH2:14][CH2:13][CH2:12]1 |f:1.2|. Reactants: BrC=1C=C2C(=NNC2=CC1)C1CCC1 (5-bromo-3-cyclobutyl-1H-indazole), [H-].[Na+] (NaH), BrC(C)C (2-bromopropane). Reported procedure: The title compound was prepared by the method outlined for Preparative Example 59 using 5-bromo-3-cyclobutyl-1H-indazole intermediate (1.05 g, 4.16 mmol), NaH (211 mg, 5.26 mmol), and 2-bromopropane (667 mg, 5.42 mmol) to afford titled compound as a light yellow oil (850 mg, 70%). 1H NMR (CDCl3) 7.86 (s, 1H), 7.37 (d, J=8.8, 1H), 7.27 (d, J=8.8, 1H), 4.75 (m, 1H), 3.88 (pent, J=8.4, 1H), 2.55-2.43 (m, 4H), 2.15-2.05 (m, 1H), 2.01 (m, 1H), 1.57 (d, J=6.8, 6H). LC/MS (Method B) 4.72 min, [M+1]+ 29... Starting materials: ClS(=O)(=O)C=1C=C(C(=C(C(=O)O)C1)C)I (5-(chlorosulfonyl)-3-iodo-2-methylbenzoic acid), N1CCCC1 (pyrrolidine), N1=CC=CC=C1 (pyridine). Solvent: O1CCOCC1 (1,4-dioxane). Conditions: time 30 minute. Yields the product IC=1C(=C(C(=O)O)C=C(C1)S(=O)(=O)N1CCCC1)C (3-Iodo-2-methyl-5-(pyrrolidin-1-ylsulfonyl)benzoic acid). As a reaction SMILES: Cl[S:2]([C:5]1[CH:6]=[C:7]([I:15])[C:8]([CH3:14])=[C:9]([CH:13]=1)[C:10]([OH:12])=[O:11])(=[O:4])=[O:3].[NH:16]1[CH2:20][CH2:19][CH2:18][CH2:17]1.N1C=CC=CC=1>O1CCOCC1>[I:15][C:7]1[C:8]([CH3:14])=[C:9]([CH:13]=[C:5]([S:2]([N:16]2[CH2:20][CH2:19][CH2:18][CH2:17]2)(=[O:4])=[O:3])[CH:6]=1)[C:10]([OH:12])=[O:11]. Procedure: A round bottom flask was charged with 5-(chlorosulfonyl)-3-iodo-2-methylbenzoic acid (1.00 g, 2.77 mmol), pyrrolidine (0.278 mL, 3.33 mmol), 1,4-dioxane (4 mL) and pyridine (0.20 mL, 2.5 mmol). The mixture was stirred for 30 minutes. The solvent was removed and the residue was purified by flash chromatography to yield the compound as a yellow solid. Starting materials: COC(C1=CN=C(C=C1)OCC=1C(=NOC1)C1=CC=C(C=C1)F)=O (6-[3-(4-fluoro-phenyl)-isoxazol-4-ylmethoxy]-nicotinic acid methyl ester), NCC(C(F)(F)F)O (3-amino-1,1,1,-trifluoropropan-2-ol). Yields the product FC1=CC=C(C=C1)C1=NOC=C1COC1=NC=C(C(=O)NCC(C(F)(F)F)O)C=C1 (6-[3-(4-Fluoro-phenyl)-isoxazol-4-ylmethoxy]-N-(3,3,3-trifluoro-2-hydroxy-propyl)-nicotinamide). The yield is 15.0%. RXN SMILES: CO[C:3](=[O:24])[C:4]1[CH:9]=[CH:8][C:7]([O:10][CH2:11][C:12]2[C:13]([C:17]3[CH:22]=[CH:21][C:20]([F:23])=[CH:19][CH:18]=3)=[N:14][O:15][CH:16]=2)=[N:6][CH:5]=1.[NH2:25][CH2:26][CH:27]([OH:32])[C:28]([F:31])([F:30])[F:29]>>[F:23][C:20]1[CH:19]=[CH:18][C:17]([C:13]2[C:12]([CH2:11][O:10][C:7]3[CH:8]=[CH:9][C:4]([C:3]([NH:25][CH2:26][CH:27]([OH:32])[C:28]([F:31])([F:30])[F:29])=[O:24])=[CH:5][N:6]=3)=[CH:16][O:15][N:14]=2)=[CH:22][CH:21]=1. Procedure details: As described for example 325, 6-[3-(4-fluoro-phenyl)-isoxazol-4-ylmethoxy]-nicotinic acid methyl ester (200 mg, 0.61 mmol) was converted, using 3-amino-1,1,1,-trifluoropropan-2-ol instead of rac-2-amino-1-propanol, to the title compound (39 mg, 15%) which was obtained as a white solid MS: m/e=426.1 [M+H]+. The reactants are C(#N)[Cu] (CuCN), FC1=NC(=CC=C1)F (2,6-Difluoropyridine), C(CCC)[Li] (n-butyllithium), N (ammonia), C(C)(C)(C)OC(=O)N1C=C(C=2C1=NC=C(C2)Cl)CCl (5-chloro-3-chloromethyl-pyrrolo[2,3-b]pyridine-1-carboxylic acid tert-butyl ester). The solvent is O1CCCC1 (tetrahydrofuran), O1CCCC1 (tetrahydrofuran), CCCCCC (hexane), O (water), O1CCCC1 (tetrahydrofuran). Reaction conditions: temperature -78 celsius, time 60 minute. Product: ClC=1C=C2C(=NC1)NC=C2CC=2C(=NC(=CC2)F)F (5-chloro-3-(2,6-difluoro-pyridin-3-ylmethyl)-1H-pyrrolo[2,3-b]pyridine). Reaction SMILES: [F:1][C:2]1[CH:7]=[CH:6][CH:5]=[C:4]([F:8])[N:3]=1.C([Li])CCC.C([Cu])#N.C(OC([N:24]1[C:28]2=[N:29][CH:30]=[C:31]([Cl:33])[CH:32]=[C:27]2[C:26]([CH2:34]Cl)=[CH:25]1)=O)(C)(C)C.N>O1CCCC1.CCCCCC.O>[Cl:33][C:31]1[CH:32]=[C:27]2[C:26]([CH2:34][C:7]3[C:2]([F:1])=[N:3][C:4]([F:8])=[CH:5][CH:6]=3)=[CH:25][NH:24][C:28]2=[N:29][CH:30]=1. Procedure details: To 2,6-Difluoropyridine (58, 3.40 g, 0.0295 mol) in tetrahydrofuran (200.0 mL), under an atmosphere of nitrogen at −78° C., 2.50M of n-butyllithium in hexane (12.0 mL) was added slowly. After 60 minutes, CuCN.2LiCl (0.75M in tetrahydrofuran, 40.0 mL) was added to the reaction mixture. After 5 minutes, 5-chloro-3-chloromethyl-pyrrolo[2,3-b]pyridine-1-carboxylic acid tert-butyl ester (535, 4.20 g, 0.0139 mol, prepared as described in Example 49, Scheme 164) in tetrahydrofuran (20 mL) was added to ... Starting materials: CC1(OCCO1)C1=CC=C(O1)CN1N=C(C=C1)N (1-[5-(2-methyl-[1,3]dioxolan-2-yl)-furan-2-ylmethyl]-1H-pyrazol-3-ylamine), FC(OC=1C=C(C=CC1)/C=C/C(=O)O)(F)F ((E)-3-(3-trifluoromethoxy-phenyl)-acrylic acid). Yields the product C(C)(=O)C1=CC=C(O1)CN1N=C(C=C1)NC(\C=C\C1=CC(=CC=C1)OC(F)(F)F)=O ((E)-N-[1-(5-Acetyl-furan-2-ylmethyl)-1H-pyrazol-3-yl]-3-(3-trifluoromethoxy-phenyl)-acrylamide). Reaction SMILES: [CH3:1][C:2]1([C:7]2[O:11][C:10]([CH2:12][N:13]3[CH:17]=[CH:16][C:15]([NH2:18])=[N:14]3)=[CH:9][CH:8]=2)[O:6]CCO1.[F:19][C:20]([F:34])([F:33])[O:21][C:22]1[CH:23]=[C:24](/[CH:28]=[CH:29]/[C:30](O)=[O:31])[CH:25]=[CH:26][CH:27]=1>>[C:2]([C:7]1[O:11][C:10]([CH2:12][N:13]2[CH:17]=[CH:16][C:15]([NH:18][C:30](=[O:31])/[CH:29]=[CH:28]/[C:24]3[CH:25]=[CH:26][CH:27]=[C:22]([O:21][C:20]([F:33])([F:34])[F:19])[CH:23]=3)=[N:14]2)=[CH:9][CH:8]=1)(=[O:6])[CH3:1]. Procedure: Following general procedure B followed by either C or D, starting from 1-[5-(2-methyl-[1,3]dioxolan-2-yl)-furan-2-ylmethyl]-1H-pyrazol-3-ylamine and (E)-3-(3-trifluoromethoxy-phenyl)-acrylic acid. Reactants: ClC=1N=C(C2=C(N1)SC=N2)NC2=CC(=C(C=C2)OC)OC (5-chloro-N-(3,4-dimethoxyphenyl)thiazolo[5,4-d]pyrimidin-7-amine), CC1(OB(OC1(C)C)C=1C=C(CCC2=CC=C(C(=O)OC)C=C2)C=CC1)C (methyl 4-(3-(4,4,5,5-tetramethyl-1,3,2-dioxaborolan-2-yl)phenethyl)benzoate), C(=O)([O-])[O-].[Na+].[Na+] (Na2CO3), O (water). Reagents/catalysts: C=1C=CC(=CC1)[P](C=2C=CC=CC2)(C=3C=CC=CC3)[Pd]([P](C=4C=CC=CC4)(C=5C=CC=CC5)C=6C=CC=CC6)([P](C=7C=CC=CC7)(C=8C=CC=CC8)C=9C=CC=CC9)[P](C=1C=CC=CC1)(C=1C=CC=CC1)C=1C=CC=CC1 (Pd(PPh3)4). The solvent is O1CCOCC1 (1,4-dioxane). Product: COC=1C=C(C=CC1OC)NC=1C2=C(N=C(N1)C=1C=C(CCC3=CC=C(C(=O)OC)C=C3)C=CC1)SC=N2 (methyl 4-(3-(7-(3,4-dimethoxyphenylamino)thiazolo[5,4-d]pyrimidin-5-yl)phenethyl)benzoate). The yield is 56.3%. As a reaction SMILES: Cl[C:2]1[N:3]=[C:4]([NH:11][C:12]2[CH:17]=[CH:16][C:15]([O:18][CH3:19])=[C:14]([O:20][CH3:21])[CH:13]=2)[C:5]2[N:10]=[CH:9][S:8][C:6]=2[N:7]=1.CC1(C)C(C)(C)OB([C:30]2[CH:31]=[C:32]([CH:45]=[CH:46][CH:47]=2)[CH2:33][CH2:34][C:35]2[CH:44]=[CH:43][C:38]([C:39]([O:41][CH3:42])=[O:40])=[CH:37][CH:36]=2)O1.C([O-])([O-])=O.[Na+].[Na+].O>O1CCOCC1.C1C=CC([P]([Pd]([P](C2C=CC=CC=2)(C2C=CC=CC=2)C2C=CC=CC=2)([P](C2C=CC=CC=2)(C2C=CC=CC=2)C2C=CC=CC=2)[P](C2C=CC=CC=2)(C2C=CC=CC=2)C2C=CC=CC=2)(C2C=CC=CC=2)C2C=CC=CC=2)=CC=1>[CH3:21][O:20][C:14]1[CH:13]=[C:12]([NH:11][C:4]2[C:5]3[N:10]=[CH:9][S:8][C:6]=3[N:7]=[C:2]([C:30]3[CH:31]=[C:32]([CH:45]=[CH:46][CH:47]=3)[CH2:33][CH2:34][C:35]3[CH:36]=[CH:37][C:38]([C:39]([O:41][CH3:42])=[O:40])=[CH:43][CH:44]=3)[N:3]=2)[CH:17]=[CH:16][C:15]=1[O:18][CH3:19] |f:2.3.4,^1:65,67,86,105|. Reported procedure: To a stirred solution of 5-chloro-N-(3,4-dimethoxyphenyl)thiazolo[5,4-d]pyrimidin-7-amine (88 mg, 0.27 mmol) and methyl 4-(3-(4,4,5,5-tetramethyl-1,3,2-dioxaborolan-2-yl)phenethyl)benzoate (100 mg, 0.27 mmol) in 25 mL of 1,4-dioxane were added Na2CO3 (100 mg, 0.94 mmol) and 3 mL of water at room temperature. Then the mixture was degassed with nitrogen for 15 minutes. Pd(PPh3)4 (20 mg, 0.017 mmol) was added in one portion and the reaction mixture was stirred at reflux for 18 hours under nitrogen.... The reactants are Clc1cccc(Cl)c1-c1nsnc1OCCBr, COCCOC, CCCNC. Yields the product CCCN(C)CCOc1nsnc1-c1c(Cl)cccc1Cl. As a reaction SMILES: [Br:1][CH2:2][CH2:3][O:4][c:5]1[n:6][s:7][n:8][c:9]1-[c:10]1[c:11]([Cl:17])[cH:12][cH:13][cH:14][c:15]1[Cl:16].[CH2:23]([CH2:24][O:25][CH3:26])[O:27][CH3:28].[CH3:18][NH:19][CH2:20][CH2:21][CH3:22]>>[CH2:2]([CH2:3][O:4][c:5]1[n:6][s:7][n:8][c:9]1-[c:10]1[c:11]([Cl:17])[cH:12][cH:13][cH:14][c:15]1[Cl:16])[N:19]([CH3:18])[CH2:20][CH2:21][CH3:22]. Reactants: C(C)(C)(C)OC(CC(CC(CCC)(C)C)N)=O (3-amino-5,5-dimethyl-octanoic acid tert-butyl ester), Cl (HCl). Yields the product Cl.N[C@H](CC(=O)O)CC(CCC)(C)C ((S)-3-Amino-5,5-dimethyl-octanoic acid hydrochloride). Reaction SMILES: C([O:5][C:6](=[O:17])[CH2:7][CH:8]([NH2:16])[CH2:9][C:10]([CH3:15])([CH3:14])[CH2:11][CH2:12][CH3:13])(C)(C)C.[ClH:18]>>[ClH:18].[NH2:16][C@@H:8]([CH2:9][C:10]([CH3:14])([CH3:15])[CH2:11][CH2:12][CH3:13])[CH2:7][C:6]([OH:17])=[O:5] |f:2.3|. Procedure: According to example 1, 3-amino-5,5-dimethyl-octanoic acid tert-butyl ester was treated with 3N HCl to provide 286 mg of the title compound as a solid. MS (APCl), m/z: 188.1 (M+1)+. 186.1 (M−1)+. Anal. Calc'd for C10H21NO2.HCl.0.12H2O: C: 53.17; H, 9.92; N, 6.20; Cl: 15.69; Found: C: 53.19; H, 10.00; N, 6.08; Cl: 15.25. α=+20° (MeOH). MP: 194.2-195.2° C. The reactants are ON1N=NC2=C1C=CC=C2 (1-hydroxybenzotriazole), 1-[(3-dimethylamino)propyl]-3-ethylcarbodiimide hydrochloride, CN1CCOCC1 (4-methylmorpholine), C(C1=CC=CC=C1)N (benzylamine), NC=1N=CC(=NC1C(=O)NCC)C=1C=C(C(=O)O)C=CC1 (3-{5-amino-6-[(ethylamino)carbonyl]pyrazin-2-yl}benzoic acid). The solvent is CN(C)C=O (DMF), C(C)(=O)OCC (ethyl acetate). Reaction conditions: time 18 hour. The product is NC=1C(=NC(=CN1)C1=CC(=CC=C1)C(=O)NCC1=CC=CC=C1)C(=O)NCC (3-amino-N-ethyl-6-(3-{[(phenylmethyl)amino]carbonyl}phenyl)pyrazine-2-carboxamide). The yield is 42.0%. Reaction SMILES: [NH2:1][C:2]1[N:3]=[CH:4][C:5]([C:13]2[CH:14]=[C:15]([CH:19]=[CH:20][CH:21]=2)[C:16]([OH:18])=O)=[N:6][C:7]=1[C:8]([NH:10][CH2:11][CH3:12])=[O:9].ON1C2C=CC=CC=2N=N1.CN1CCOCC1.[CH2:39]([NH2:46])[C:40]1[CH:45]=[CH:44][CH:43]=[CH:42][CH:41]=1>CN(C=O)C.C(OCC)(=O)C>[NH2:1][C:2]1[C:7]([C:8]([NH:10][CH2:11][CH3:12])=[O:9])=[N:6][C:5]([C:13]2[CH:21]=[CH:20][CH:19]=[C:15]([C:16]([NH:46][CH2:39][C:40]3[CH:45]=[CH:44][CH:43]=[CH:42][CH:41]=3)=[O:18])[CH:14]=2)=[CH:4][N:3]=1. Reported procedure: Methyl 3-{5-amino-6-[(ethylamino)carbonyl]pyrazin-2-yl}benzoate (480 mg, 1.6 mmol) was suspended in a 20 mL of 1:1 MeOH-5% aqueous sodium hydroxide and heated at 90-95° C. for 4 hours. The homogeneous reaction mixture was cooled to room temperature, concentrated to half the initial volume, cooled in an ice-bath, and acidified to pH of 4 with concentrated HCl. A white solid precipitated and was collected, washed with water and dried in vacuo to give 3-{5-amino-6-[(ethylamino)carbonyl]pyrazin-2-yl...